This data is from the Open Reaction Database (ORD), a public repository of structured organic reaction records. The task is: describe an organic reaction: reactants, conditions, products, and yield Reactants: FC1=CC=C(C=C1)C(C1CCNCC1)C1=CC=C(C=C1)F (4-[bis(4-fluorophenyl)methyl]piperidine), C(C)OC(C1=CC=C(C=C1)OCCCCl)=O (4-(3-chloropropoxy)benzoic acid ethyl ester), Br (hydrogen bromide). The reagents and catalysts are [I-].[K+] (potassium iodide). The solvent is C(C)(=O)O (acetic acid). Product: Br.C(C)OC(C1=CC=C(C=C1)OCCCN1CCC(CC1)C(C1=CC=C(C=C1)F)C1=CC=C(C=C1)F)=O (4-[3-[4-[Bis(4-fluorophenyl)methyl]-1-piperidinyl]propoxy]benzoic acid ethyl ester hydrobromide). Yield: 20.0%. RXN SMILES: [F:1][C:2]1[CH:7]=[CH:6][C:5]([CH:8]([C:15]2[CH:20]=[CH:19][C:18]([F:21])=[CH:17][CH:16]=2)[CH:9]2[CH2:14][CH2:13][NH:12][CH2:11][CH2:10]2)=[CH:4][CH:3]=1.[CH2:22]([O:24][C:25](=[O:37])[C:26]1[CH:31]=[CH:30][C:29]([O:32][CH2:33][CH2:34][CH2:35]Cl)=[CH:28][CH:27]=1)[CH3:23].[BrH:38]>[I-].[K+].C(O)(=O)C>[BrH:38].[CH2:22]([O:24][C:25](=[O:37])[C:26]1[CH:31]=[CH:30][C:29]([O:32][CH2:33][CH2:34][CH2:35][N:12]2[CH2:13][CH2:14][CH:9]([CH:8]([C:5]3[CH:6]=[CH:7][C:2]([F:1])=[CH:3][CH:4]=3)[C:15]3[CH:16]=[CH:17][C:18]([F:21])=[CH:19][CH:20]=3)[CH2:10][CH2:11]2)=[CH:28][CH:27]=1)[CH3:23] |f:3.4,6.7|. Procedure details: Following the procedure of Example 14, 4-[bis(4-fluorophenyl)methyl]piperidine and 4-(3-chloropropoxy)benzoic acid ethyl ester were reacted using potassium iodide as catalyst to give the free base which was reacted with hydrogen bromide in glacial acetic acid. The oil was stripped to dryness and the solid obtained was recrystallized from isopropyl alcohol-diethyl ether to give the white salt in 20% yield, m.p. 142°-144° C. Reactants: CCO, NN, O=C1c2ccccc2C(=O)N1OCc1ccnc2ccccc12. Product: NOCc1ccnc2ccccc12. Reaction SMILES: [CH3:26][CH2:27][OH:28].[NH2:24][NH2:25].[n:1]1[cH:2][cH:3][c:4]([CH2:11][O:12][N:13]2[C:14](=[O:15])[c:16]3[cH:17][cH:18][cH:19][cH:20][c:21]3[C:22]2=[O:23])[c:5]2[cH:6][cH:7][cH:8][cH:9][c:10]12>>[n:1]1[cH:2][cH:3][c:4]([CH2:11][O:12][NH2:13])[c:5]2[cH:6][cH:7][cH:8][cH:9][c:10]12.